From a dataset of the Open Reaction Database (ORD), a public repository of structured organic reaction records. describe an organic reaction: reactants, conditions, products, and yield The reactants are C1CCOC1, CN1CCN(c2ccc(N)cc2)CC1, Cc1cc(C(=O)Nc2cccc(C(=O)c3ccc4c(c3)NC(=O)C4=CO)c2)nn1C(C)(C)C. Yields the product Cc1cc(C(=O)Nc2cccc(C(=O)c3ccc4c(c3)NC(=O)C4=CNc3ccc(N4CCN(C)CC4)cc3)c2)nn1C(C)(C)C. As a reaction SMILES: [CH2:48]1[O:49][CH2:50][CH2:51][CH2:52]1.[CH3:34][N:35]1[CH2:36][CH2:37][N:38]([c:41]2[cH:42][cH:43][c:44]([NH2:47])[cH:45][cH:46]2)[CH2:39][CH2:40]1.[OH:1][CH:2]=[C:3]1[C:4](=[O:33])[NH:5][c:6]2[cH:7][c:8]([C:12](=[O:13])[c:14]3[cH:15][c:16]([NH:20][C:21](=[O:22])[c:23]4[n:24][n:25]([C:29]([CH3:30])([CH3:31])[CH3:32])[c:26]([CH3:28])[cH:27]4)[cH:17][cH:18][cH:19]3)[cH:9][cH:10][c:11]21>>[CH:2](=[C:3]1[C:4](=[O:33])[NH:5][c:6]2[cH:7][c:8]([C:12](=[O:13])[c:14]3[cH:15][c:16]([NH:20][C:21](=[O:22])[c:23]4[n:24][n:25]([C:29]([CH3:30])([CH3:31])[CH3:32])[c:26]([CH3:28])[cH:27]4)[cH:17][cH:18][cH:19]3)[cH:9][cH:10][c:11]21)[NH:47][c:44]1[cH:43][cH:42][c:41]([N:38]2[CH2:37][CH2:36][N:35]([CH3:34])[CH2:40][CH2:39]2)[cH:46][cH:45]1. Reactants: c1ccc(-n2nc3c(c2NC2CCCCC2)CCCC3)cc1, O=C=NC1CCCCC1. Yields the product O=C(NC1CCCCC1)N(c1c2c(nn1-c1ccccc1)CCCC2)C1CCCCC1. RXN SMILES: [CH:1]1([NH:7][c:8]2[n:9](-[c:17]3[cH:18][cH:19][cH:20][cH:21][cH:22]3)[n:10][c:11]3[c:16]2[CH2:15][CH2:14][CH2:13][CH2:12]3)[CH2:2][CH2:3][CH2:4][CH2:5][CH2:6]1.[CH:23]1([N:29]=[C:30]=[O:31])[CH2:24][CH2:25][CH2:26][CH2:27][CH2:28]1>>[CH:1]1([N:7]([c:8]2[n:9](-[c:17]3[cH:18][cH:19][cH:20][cH:21][cH:22]3)[n:10][c:11]3[c:16]2[CH2:15][CH2:14][CH2:13][CH2:12]3)[C:30]([NH:29][CH:23]2[CH2:24][CH2:25][CH2:26][CH2:27][CH2:28]2)=[O:31])[CH2:2][CH2:3][CH2:4][CH2:5][CH2:6]1.